This data is from the Open Reaction Database (ORD), a public repository of structured organic reaction records. The task is: describe an organic reaction: reactants, conditions, products, and yield Reactants: C[Si](C)(C)N=C=O (Trimethylsilyl isocyanate), FC1=CC=C(C=C1)SC1=C(C(=CC=C1)F)C=CCNO (N-[3-[2-(4-fluorophenylthio)-6-fluorophenyl]prop-2-enyl]hydroxylamine), Cl (HCl). The solvent is O1CCOCC1 (dioxane). Conditions: time 8 hour. Yields the product ON(C(=O)N)CC=CC1=C(C=CC=C1F)SC1=CC=C(C=C1)F (N-hydroxy-N-[3-[2-(4-fluorophenylthio)-6-fluorophenyl]prop-2-enyl]urea). As a reaction SMILES: [F:1][C:2]1[CH:7]=[CH:6][C:5]([S:8][C:9]2[CH:14]=[CH:13][CH:12]=[C:11]([F:15])[C:10]=2[CH:16]=[CH:17][CH2:18][NH:19][OH:20])=[CH:4][CH:3]=1.C[Si]([N:25]=[C:26]=[O:27])(C)C.Cl>O1CCOCC1>[OH:20][N:19]([CH2:18][CH:17]=[CH:16][C:10]1[C:11]([F:15])=[CH:12][CH:13]=[CH:14][C:9]=1[S:8][C:5]1[CH:4]=[CH:3][C:2]([F:1])=[CH:7][CH:6]=1)[C:26]([NH2:25])=[O:27]. Procedure: N-[3-[2-(4-fluorophenylthio)-6-fluorophenyl]prop-2-enyl]hydroxylamine (0.91 g, 3.1 mmol) is dissolved in 16 ml of dry dioxane. Trimethylsilyl isocyanate (0.36 g, 3.1 mmol) is then added dropwise and the reaction mixture is stirred at room temperature overnight. The reaction mixture is poured into 1N HCl solution and then extracted twice with diethyl ether. The extracts are washed with water and then with brine and dried over K2CO3 to afford the crude product. Recrystallization from ethyl acetate... Reactants: CCOCC, C1COCCO1, O=c1cc(O)c2ccccc2o1, OC(c1ccccc1)c1ccccc1. Yields the product O=c1oc2ccccc2c(O)c1C(c1ccccc1)c1ccccc1. RXN SMILES: [CH3:33][CH2:34][O:35][CH2:36][CH3:37].[O:27]1[CH2:28][CH2:29][O:30][CH2:31][CH2:32]1.[OH:1][c:2]1[cH:3][c:4](=[O:12])[o:5][c:6]2[cH:7][cH:8][cH:9][cH:10][c:11]12.[c:13]1([CH:19]([OH:20])[c:21]2[cH:22][cH:23][cH:24][cH:25][cH:26]2)[cH:14][cH:15][cH:16][cH:17][cH:18]1>>[OH:1][c:2]1[c:3]([CH:19]([c:13]2[cH:14][cH:15][cH:16][cH:17][cH:18]2)[c:21]2[cH:22][cH:23][cH:24][cH:25][cH:26]2)[c:4](=[O:12])[o:5][c:6]2[cH:7][cH:8][cH:9][cH:10][c:11]12. The reactants are P(=O)(Cl)(Cl)Cl (phosphorus oxychloride), C(C)(=O)[O-].[Na+] (sodium acetate), COC(=O)C=1C=CN2C=C(C(=C2C1)C1=CC=CC=C1)CC1=C(C(=CC=C1)F)C (Methyl-2-(3-fluoro-2-methyl-benzyl)-1-phenyl-indolizine-7-carboxylate). Run in CN(C)C=O (DMF), O (water), CN(C)C=O (DMF), CN(C)C=O (DMF). Run at temperature 60 celsius, time 5 minute. The product is COC(=O)C=1C=CN2C(=C(C(=C2C1)C1=CC=CC=C1)CC1=C(C(=CC=C1)F)C)C=O (Methyl-2-(3-fluoro-2-methyl-benzyl)-3-formyl-1-phenyl-indolizine-7-carboxylate). The yield is 58.3%. RXN SMILES: P(Cl)(Cl)(Cl)=O.[CH3:6][O:7][C:8]([C:10]1[CH:11]=[CH:12][N:13]2[C:17]([CH:18]=1)=[C:16]([C:19]1[CH:24]=[CH:23][CH:22]=[CH:21][CH:20]=1)[C:15]([CH2:25][C:26]1[CH:31]=[CH:30][CH:29]=[C:28]([F:32])[C:27]=1[CH3:33])=[CH:14]2)=[O:9].[C:34]([O-])(=[O:36])C.[Na+]>CN(C=O)C.O>[CH3:6][O:7][C:8]([C:10]1[CH:11]=[CH:12][N:13]2[C:17]([CH:18]=1)=[C:16]([C:19]1[CH:24]=[CH:23][CH:22]=[CH:21][CH:20]=1)[C:15]([CH2:25][C:26]1[CH:31]=[CH:30][CH:29]=[C:28]([F:32])[C:27]=1[CH3:33])=[C:14]2[CH:34]=[O:36])=[O:9] |f:2.3|. Reported procedure: To phosphorus oxychloride (0.35 ml, 3.82 mmol) cooled at 0° C. under argon, was added dropwise anhydrous DMF (0.34 ml, 4.46 mmol) and the mixture was stirred for 5 min forming a precipitate. 1.5 ml of DMF were added and stirring was continued at 0° C. for 15 min. To this mixture was added dropwise a solution of the compound of step 2 (0.476 g, 1.27 mmol) in 5 ml of DMF, and the mixture was heated at 60° C. for 1.5 h and then stirred at room temperature overnight. A solution of sodium acetate (0.... Product: C(C1=CC=CC=C1)OC=1C=CC(=C(C=O)C1)O (5-Benzyloxy-2-hydroxy-benzaldehyde). The yield is 57.9%. RXN SMILES: [Mg].BrBr.C([O:11][C:12]1[CH:19]=[CH:18][C:17]([O:20][CH2:21][C:22]2[CH:27]=[CH:26][CH:25]=[CH:24][CH:23]=2)=[CH:16][C:13]=1[CH:14]=[O:15])C1C=CC=CC=1>C(OCC)C.C1(C)C=CC=CC=1>[CH2:21]([O:20][C:17]1[CH:18]=[CH:19][C:12]([OH:11])=[C:13]([CH:16]=1)[CH:14]=[O:15])[C:22]1[CH:23]=[CH:24][CH:25]=[CH:26][CH:27]=1. Procedure: To a mixed suspension of magnesium (305 mg, 12.6 mmol) in diethyl ether (7.5 mL) and toluene (7.5 mL) was added bromine (354 μL, 6.91 mmol) at 0° C., which was stirred at room temperature for 5 minutes under nitrogen atmosphere and was refluxed while heating for 5 minutes. After the reaction mixture was cooled to room temperature, a toluene (20 mL) solution of 2,5-bis-benzyloxy-benzaldehyde (2.00 g, 6.28 mmol) described in Production Example 7-1-1 were added followed by stirring at room temperat... Reactants: BrBr (bromine), [Mg] (magnesium), C(C1=CC=CC=C1)OC1=C(C=O)C=C(C=C1)OCC1=CC=CC=C1 (2,5-bis-benzyloxy-benzaldehyde). Run at time 5 minute. The solvent is C(C)OCC (diethyl ether), C1(=CC=CC=C1)C (toluene), C1(=CC=CC=C1)C (toluene). Starting materials: C1(NCCC2=CC=CC=C12)=O (3,4-dihydroisoquinolin-1(2H)-one), BrCCCO (3-bromopropanol). Yields the product OCCCN1C(C2=CC=CC=C2CC1)=O (2-(3-Hydroxypropan-1-yl)-3,4-dihydroisoquinolin-1(2H)-one). RXN SMILES: [C:1]1(=[O:11])[C:10]2[C:5](=[CH:6][CH:7]=[CH:8][CH:9]=2)[CH2:4][CH2:3][NH:2]1.Br[CH2:13][CH2:14][CH2:15][OH:16]>>[OH:16][CH2:15][CH2:14][CH2:13][N:2]1[CH2:3][CH2:4][C:5]2[C:10](=[CH:9][CH:8]=[CH:7][CH:6]=2)[C:1]1=[O:11]. Procedure: from 3,4-dihydroisoquinolin-1(2H)-one and 3-bromopropanol The reactants are CCO, [H][H], CCOC(=O)C(C#N)=C1CN2CCC1CC2. The product is CCOC(=O)C(C#N)C1CN2CCC1CC2. Reaction SMILES: [CH3:19][CH2:20][OH:21].[H:17][H:18].[N:1]12[CH2:2][C:3](=[C:9]([C:10](=[O:11])[O:12][CH2:13][CH3:14])[C:15]#[N:16])[CH:4]([CH2:5][CH2:6]1)[CH2:7][CH2:8]2>>[N:1]12[CH2:2][CH:3]([CH:9]([C:10](=[O:11])[O:12][CH2:13][CH3:14])[C:15]#[N:16])[CH:4]([CH2:5][CH2:6]1)[CH2:7][CH2:8]2. Starting materials: OCCN1CCCC1 (N-hydroxyethylpyrrolidine), C(CCCCCCCCCCCCCCCCC)N=C=O (octadecyl isocyanate). Run in CC(=O)C (acetone). Yields the product N1(CCCC1)CCOC(NCCCCCCCCCCCCCCCCCC)=O ([2-(1-pyrrolidinyl)ethyl]N-octadecylcarbamate). RXN SMILES: [OH:1][CH2:2][CH2:3][N:4]1[CH2:8][CH2:7][CH2:6][CH2:5]1.[CH2:9]([N:27]=[C:28]=[O:29])[CH2:10][CH2:11][CH2:12][CH2:13][CH2:14][CH2:15][CH2:16][CH2:17][CH2:18][CH2:19][CH2:20][CH2:21][CH2:22][CH2:23][CH2:24][CH2:25][CH3:26]>CC(C)=O>[N:4]1([CH2:3][CH2:2][O:1][C:28](=[O:29])[NH:27][CH2:9][CH2:10][CH2:11][CH2:12][CH2:13][CH2:14][CH2:15][CH2:16][CH2:17][CH2:18][CH2:19][CH2:20][CH2:21][CH2:22][CH2:23][CH2:24][CH2:25][CH3:26])[CH2:8][CH2:7][CH2:6][CH2:5]1. Procedure: 10.1 Grams of N-hydroxyethylpyrrolidine, 23.6 g of octadecyl isocyanate and 100 ml of acetone were charged in a flask equipped with a stirrer and a condenser and refluxed with heating for 3 hours under stirring. The reaction mixture was cooled to room temperature, and the precipitated crystal was filtered off under reduced pressure and washed with acetone, followed by recrystallization from n-hexane to obtained 18.5 g of the desired product. m.p. 57° C.